Dataset: the Open Reaction Database (ORD), a public repository of structured organic reaction records. Task: describe an organic reaction: reactants, conditions, products, and yield Reactants: C1CCOC1, Cc1nc(-c2ccc(N)cc2)no1, COc1cc(C=O)cnc1OC, C[Si](C)(C)C#N. Product: COc1cc(C(C#N)Nc2ccc(-c3noc(C)n3)cc2)cnc1OC. RXN SMILES: [CH2:32]1[O:33][CH2:34][CH2:35][CH2:36]1.[CH3:13][c:14]1[n:15][c:16](-[c:19]2[cH:20][cH:21][c:22]([NH2:25])[cH:23][cH:24]2)[n:17][o:18]1.[CH3:1][O:2][c:3]1[cH:4][c:5]([CH:11]=[O:12])[cH:6][n:7][c:8]1[O:9][CH3:10].[CH3:26][Si:27]([CH3:28])([CH3:29])[C:30]#[N:31]>>[CH3:1][O:2][c:3]1[cH:4][c:5]([CH:11]([NH:25][c:22]2[cH:21][cH:20][c:19](-[c:16]3[n:15][c:14]([CH3:13])[o:18][n:17]3)[cH:24][cH:23]2)[C:30]#[N:31])[cH:6][n:7][c:8]1[O:9][CH3:10]. Starting materials: N(=NC(=O)OCC)C(=O)OCC (diethyl azodicarboxylate), C(C1=CC=CC=C1)(=O)OC=1C=C(C(=C(C1)I)O)Cl (5-benzoyloxy-3-chloro-2-hydroxy-1-iodobenzene), FC(C=1C=CC(=NC1)OCCCO)(F)F (3-(5-trifluoromethylpyrid-2-yloxy)propan-1-ol), C1(=CC=CC=C1)P(C1=CC=CC=C1)C1=CC=CC=C1 (triphenylphosphine). The solvent is O1CCCC1 (tetrahydrofuran). Reaction conditions: time 30 minute. Yields the product C(C1=CC=CC=C1)(=O)OC=1C=C(C(=C(C1)I)OCCCOC1=NC=C(C=C1)C(F)(F)F)Cl (5-benzoyloxy-3-chloro-1-iodo-2-[3-(5-trifluoromethylpyrid-2-yloxy)propyloxy]-benzene). RXN SMILES: [C:1]([O:9][C:10]1[CH:11]=[C:12]([Cl:18])[C:13]([OH:17])=[C:14]([I:16])[CH:15]=1)(=[O:8])[C:2]1[CH:7]=[CH:6][CH:5]=[CH:4][CH:3]=1.[F:19][C:20]([F:33])([F:32])[C:21]1[CH:22]=[CH:23][C:24]([O:27][CH2:28][CH2:29][CH2:30]O)=[N:25][CH:26]=1.C1(P(C2C=CC=CC=2)C2C=CC=CC=2)C=CC=CC=1.N(C(OCC)=O)=NC(OCC)=O>O1CCCC1>[C:1]([O:9][C:10]1[CH:11]=[C:12]([Cl:18])[C:13]([O:17][CH2:30][CH2:29][CH2:28][O:27][C:24]2[CH:23]=[CH:22][C:21]([C:20]([F:33])([F:19])[F:32])=[CH:26][N:25]=2)=[C:14]([I:16])[CH:15]=1)(=[O:8])[C:2]1[CH:3]=[CH:4][CH:5]=[CH:6][CH:7]=1. Procedure: Under an atmosphere of protective gas, 3.5 g of 5-benzoyloxy-3-chloro-2-hydroxy-1-iodobenzene, 2.07 g of 3-(5-trifluoromethylpyrid-2-yloxy)propan-1-ol and 2.57 g of triphenylphosphine were dissolved in 100 ml of dry tetrahydrofuran (THF). With ice-bath cooling, 1.71 g of diethyl azodicarboxylate were added dropwise. After about 30 minutes, the ice-bath was removed, and the mixture was stirred at room temperature for 15 hours. The mixture was then concentrated under reduced pressure and the resid... Reaction SMILES: [CH2:1]([O:8][C:9]1[CH:10]=[C:11]([CH:15]=[C:16]([O:18][CH3:19])[CH:17]=1)[C:12](O)=[O:13])[C:2]1[CH:7]=[CH:6][CH:5]=[CH:4][CH:3]=1.S(Cl)([Cl:22])=O>C1(C)C=CC=CC=1.CN(C)C=O>[CH2:1]([O:8][C:9]1[CH:10]=[C:11]([CH:15]=[C:16]([O:18][CH3:19])[CH:17]=1)[C:12]([Cl:22])=[O:13])[C:2]1[CH:7]=[CH:6][CH:5]=[CH:4][CH:3]=1. Run at time 30 minute. The reactants are C(C1=CC=CC=C1)OC=1C=C(C(=O)O)C=C(C1)OC (3-(Benzyloxy)-5-methoxybenzoic acid), S(=O)(Cl)Cl (thionyl chloride). Reported procedure: 3-(Benzyloxy)-5-methoxybenzoic acid (162) (2.57 g, 0.01 mmol) and thionyl chloride (4.80 g, 0.04 mmol) were suspended in 200 mL of dry toluene. The reaction mixture was stirred for 30 min and then dimethyl formamide (3 drops) was added. The mixture was stirred for 24 h and then evaporated to dryness. The residue was directly used for the next step without further purification. Reagents/catalysts: CN(C=O)C (dimethyl formamide). The solvent is C1(=CC=CC=C1)C (toluene). The product is C(C1=CC=CC=C1)OC=1C=C(C(=O)Cl)C=C(C1)OC (3-(Benzyloxy)-5-methoxybenzoyl chloride). Starting materials: [BH4-], CCCOCCOc1ccc(C=O)cc1OCC, CO, [Na+]. The product is CCCOCCOc1ccc(CO)cc1OCC. Reaction SMILES: [BH4-:19].[CH2:1]([CH3:2])[O:3][c:4]1[cH:5][c:6]([CH:7]=[O:8])[cH:9][cH:10][c:11]1[O:12][CH2:13][CH2:14][O:15][CH2:16][CH2:17][CH3:18].[CH3:21][OH:22].[Na+:20]>>[CH2:1]([CH3:2])[O:3][c:4]1[cH:5][c:6]([CH2:7][OH:8])[cH:9][cH:10][c:11]1[O:12][CH2:13][CH2:14][O:15][CH2:16][CH2:17][CH3:18]. Starting materials: C1(CC1)N1N=C(C(=C(C1=O)CO)C)C1=CC(=C(C=C1)OC)F.BrCC=1C(N(N=C(C1)C1=CC(=C(C=C1)OC)F)CC1CC1)=O (4-bromomethyl-2-cyclopropylmethyl-6-(3-fluoro-4-methoxyphenyl)-2H-pyridazin-3-one 2-Cyclopropyl-methyl-6-(3-fluoro-4-methoxyphenyl)-4-hydroxymethyl-2H-pyridazin-3-one), C(Br)(Br)(Br)Br (carbon tetrabromide), N1=CC=CC=C1 (pyridine), C1(=CC=CC=C1)P(C1=CC=CC=C1)C1=CC=CC=C1 (triphenylphosphine). Run in O1CCCC1 (tetrahydrofuran), O1CCCC1 (tetrahydrofuran). Reaction conditions: time 1 hour. Product: C1(CC1)CN1N=C(C=C(C1=O)CCCN1CCN(CC1)C)C1=CC(=C(C=C1)OC)F (2-cyclopropylmethyl-6-(3-fluoro-4-methoxyphenyl)-4-[3-(4-methyl-1-piperazinyl)propyl]-2H-pyridazin-3-one). Isolated yield 61.3%. Reaction SMILES: [CH:1]1([N:4]2[C:9](=O)[C:8](CO)=C(C)C(C3C=CC(OC)=C(F)C=3)=N2)[CH2:3]C1.Br[CH2:24][C:25]1[C:26](=[O:44])[N:27]([CH2:40][CH:41]2[CH2:43][CH2:42]2)[N:28]=[C:29]([C:31]2[CH:36]=[CH:35][C:34]([O:37][CH3:38])=[C:33]([F:39])[CH:32]=2)[CH:30]=1.C(Br)(Br)(Br)Br.[N:50]1C=CC=C[CH:51]=1.[C:56]1(P(C2C=CC=CC=2)C2C=CC=CC=2)C=CC=C[CH:57]=1>O1CCCC1>[CH:41]1([CH2:40][N:27]2[C:26](=[O:44])[C:25]([CH2:24][CH2:56][CH2:57][N:4]3[CH2:1][CH2:3][N:50]([CH3:51])[CH2:8][CH2:9]3)=[CH:30][C:29]([C:31]3[CH:36]=[CH:35][C:34]([O:37][CH3:38])=[C:33]([F:39])[CH:32]=3)=[N:28]2)[CH2:43][CH2:42]1 |f:0.1|. Reported procedure: Preparation of 4-bromomethyl-2-cyclopropylmethyl-6-(3-fluoro-4-methoxyphenyl)-2H-pyridazin-3-one 2-Cyclopropyl-methyl-6-(3-fluoro-4-methoxyphenyl)-4-hydroxymethyl-2H-pyridazin-3-one (185 mg, 0.61 mmol), carbon tetrabromide (404 mg, 1.2 mmol) and pyridine (48 mg, 0.61 mmol) were dissolved in tetrahydrofuran (3 mL), and under ice-cold stirring, a solution of triphenylphosphine (319 mg, 1.2 mmol) in tetrahydrofuran (3 mL) was added. Under ice cooling, the mixture was stirred for 1 hour, and further... The reactants are O(C1=CC=CC=C1)C1=C(C=C(C(=O)O)C=C1S(NC1=C(C=CC=C1)NC(C)=O)(=O)=O)NCC1=CC=CO1 (4-phenoxy-3-furfurylamino-5-(2-acetamidophenylsulfamoyl)-benzoic acid), Cl (hydrochloric acid). Solvent: [OH-].[Na+] (sodium hydroxide). Yields the product O(C1=CC=CC=C1)C1=C(C=C(C(=O)O)C=C1S(NC1=C(C=CC=C1)N)(=O)=O)NCC1=CC=CO1 (4-phenoxy-3-furfurylamino-5-(2-aminophenylsulfamoyl)-benzoic acid). As a reaction SMILES: [O:1]([C:8]1[C:16]([S:17](=[O:30])(=[O:29])[NH:18][C:19]2[CH:24]=[CH:23][CH:22]=[CH:21][C:20]=2[NH:25]C(=O)C)=[CH:15][C:11]([C:12]([OH:14])=[O:13])=[CH:10][C:9]=1[NH:31][CH2:32][C:33]1[O:37][CH:36]=[CH:35][CH:34]=1)[C:2]1[CH:7]=[CH:6][CH:5]=[CH:4][CH:3]=1.Cl>[OH-].[Na+]>[O:1]([C:8]1[C:16]([S:17](=[O:30])(=[O:29])[NH:18][C:19]2[CH:24]=[CH:23][CH:22]=[CH:21][C:20]=2[NH2:25])=[CH:15][C:11]([C:12]([OH:14])=[O:13])=[CH:10][C:9]=1[NH:31][CH2:32][C:33]1[O:37][CH:36]=[CH:35][CH:34]=1)[C:2]1[CH:3]=[CH:4][CH:5]=[CH:6][CH:7]=1 |f:2.3|. Procedure: The mixture of 3 g of 4-phenoxy-3-furfurylamino-5-(2-acetamidophenylsulfamoyl)-benzoic acid and 30 ml of 2N aqueous sodium hydroxide is refluxed for 4 1/2 hours. After cooling to room temperature it is acidified with hydrochloric acid to pH = 2. The precipitate formed is filtered off and recrystallized from aqueous ethanol, to yield the 4-phenoxy-3-furfurylamino-5-(2-aminophenylsulfamoyl)-benzoic acid melting at 105°-110° with decomposition. The reactants are Cl.FC=1C=NC(=NC1)[C@H](C)N ((S)-1-(5-fluoropyrimidin-2-yl)ethanamine hydrochloride), ClC1=NC=C(C(=N1)NC1=NNC(=C1)C1CC1)Cl (2,5-dichloro-N-(5-cyclopropyl-1H-pyrazol-3-yl)pyrimidin-4-amine), CCN(C(C)C)C(C)C (DIPEA). Solvent: CCCCO (n-BuOH). Reaction conditions: temperature 180 celsius. Yields the product ClC=1C(=NC(=NC1)N[C@@H](C)C1=NC=C(C=N1)F)NC1=NNC(=C1)C1CC1 (5-Chloro-N4-(5-cyclopropyl-1H-pyrazol-3-yl)-N2-[(1S)-1-(5-fluoropyrimidin-2-yl)ethyl]pyrimidine-2,4-diamine). Isolated yield 232.2%. As a reaction SMILES: Cl.[F:2][C:3]1[CH:4]=[N:5][C:6]([C@@H:9]([NH2:11])[CH3:10])=[N:7][CH:8]=1.Cl[C:13]1[N:18]=[C:17]([NH:19][C:20]2[CH:24]=[C:23]([CH:25]3[CH2:27][CH2:26]3)[NH:22][N:21]=2)[C:16]([Cl:28])=[CH:15][N:14]=1.CCN(C(C)C)C(C)C>CCCCO>[Cl:28][C:16]1[C:17]([NH:19][C:20]2[CH:24]=[C:23]([CH:25]3[CH2:27][CH2:26]3)[NH:22][N:21]=2)=[N:18][C:13]([NH:11][C@H:9]([C:6]2[N:7]=[CH:8][C:3]([F:2])=[CH:4][N:5]=2)[CH3:10])=[N:14][CH:15]=1 |f:0.1|. Procedure details: A mixture of (S)-1-(5-fluoropyrimidin-2-yl)ethanamine hydrochloride (Method 7, 93 mg), 2,5-dichloro-N-(5-cyclopropyl-1H-pyrazol-3-yl)pyrimidin-4-amine (Method 15, 135 mg) and DIPEA (0.26 ml) in n-BuOH (2.5 ml) was charged into a microwave reaction vessel. The vessel was sealed and heated in microwave reactor at 180° C. for 6 hours. The solvent was removed under reduced pressure and the residue was purified by Gilson (10-50% MeCN/H2O, 15 minutes) to give the titled compound as solid (435 mg). NMR...